Dataset: the Open Reaction Database (ORD), a public repository of structured organic reaction records. Task: describe an organic reaction: reactants, conditions, products, and yield Reactants: CC(C)=O, Cl, COc1ccc(C2OCCO2)c(F)c1I. Product: COc1ccc(C=O)c(F)c1I. RXN SMILES: [CH3:17][C:18](=[O:19])[CH3:20].[ClH:16].[F:1][c:2]1[c:3]([CH:11]2[O:12][CH2:15][CH2:14][O:13]2)[cH:4][cH:5][c:6]([O:9][CH3:10])[c:7]1[I:8]>>[F:1][c:2]1[c:3]([CH:11]=[O:12])[cH:4][cH:5][c:6]([O:9][CH3:10])[c:7]1[I:8]. Yields the product CN1CC2=C(N(C=3C=CC(=CC23)C)C=2C=NC(=CC2)C(F)(F)F)CC1 (2,8-dimethyl-5-(6-trifluoromethyl-pyridin-3-yl)-2,3,4,5-tetrahydro-1H-pyrido[4,3-b]indole), solid. Reaction SMILES: [CH3:1][N:2]1[CH2:15][CH2:14][C:5]2[NH:6][C:7]3[CH:8]=[CH:9][C:10]([CH3:13])=[CH:11][C:12]=3[C:4]=2[CH2:3]1.Br[C:17]1[CH:18]=[CH:19][C:20]([C:23]([F:26])([F:25])[F:24])=[N:21][CH:22]=1.[O-]P([O-])([O-])=O.[K+].[K+].[K+].N1CCC[C@H]1C(O)=O>CN(C=O)C.O.[Cu]I>[CH3:1][N:2]1[CH2:15][CH2:14][C:5]2[N:6]([C:17]3[CH:22]=[N:21][C:20]([C:23]([F:26])([F:25])[F:24])=[CH:19][CH:18]=3)[C:7]3[CH:8]=[CH:9][C:10]([CH3:13])=[CH:11][C:12]=3[C:4]=2[CH2:3]1 |f:2.3.4.5|. Reagents/catalysts: [Cu]I (CuI). Reactants: CN1CC2=C(NC=3C=CC(=CC23)C)CC1 (2,8-dimethyl-2,3,4,5-tetrahydro-1H-pyrido[4,3-b]indole), BrC=1C=CC(=NC1)C(F)(F)F (5-bromo-2-trifluoromethyl-pyridine), [O-]P(=O)([O-])[O-].[K+].[K+].[K+] (K3PO4), N1[C@H](C(=O)O)CCC1 (L-Proline). Procedure details: A solution of 2,8-dimethyl-2,3,4,5-tetrahydro-1H-pyrido[4,3-b]indole (0.4 g, 2 mmol), 5-bromo-2-trifluoromethyl-pyridine (1.356 g, 6 mmol), K3PO4 (1.272 g, 6 mmol), CuI (38 mg, 0.2 mmol) and L-Proline (70 mg, 0.4 mmol) in dry DMF (5 mL) was stirred at 150° C. for 4 h. The reaction mixture was diluted with water and extracted with EtOAc. The organic layer was dried over anhydrous sodium sulfate and concentrated under reduced pressure to afford crude material, which was purified by column chromato... Solvent: O (water), CN(C)C=O (DMF). Reactants: O=S(=O)(Cl)c1ccc(F)cc1Cl, CCOC(=O)Cc1csc(N)n1. Yields the product CCOC(=O)Cc1csc(NS(=O)(=O)c2ccc(F)cc2Cl)n1. RXN SMILES: [Cl:13][c:14]1[c:15]([S:21](=[O:22])(=[O:23])[Cl:24])[cH:16][cH:17][c:18]([F:20])[cH:19]1.[NH2:1][c:2]1[s:3][cH:4][c:5]([CH2:7][C:8](=[O:9])[O:10][CH2:11][CH3:12])[n:6]1>>[NH:1]([c:2]1[s:3][cH:4][c:5]([CH2:7][C:8](=[O:9])[O:10][CH2:11][CH3:12])[n:6]1)[S:21]([c:15]1[c:14]([Cl:13])[cH:19][c:18]([F:20])[cH:17][cH:16]1)(=[O:22])=[O:23]. The reactants are CN(C[C@H]1N(CCCC1)CC1=CC=CC=C1)C (N,N-Dimethyl-1-[(2S)-1-(phenylmethyl)-2-piperidinyl]methanamine), Cl (HCl). Run in CO (MeOH). Yields the product Cl.CN(C[C@H]1NCCCC1)C (N,N-dimethyl-1-[(2S)-2-piperidinyl]methanamine hydrochloride). The yield is 93.7%. As a reaction SMILES: [CH3:1][N:2]([CH3:17])[CH2:3][C@@H:4]1[CH2:9][CH2:8][CH2:7][CH2:6][N:5]1CC1C=CC=CC=1.[ClH:18]>CO>[ClH:18].[CH3:1][N:2]([CH3:17])[CH2:3][C@@H:4]1[CH2:9][CH2:8][CH2:7][CH2:6][NH:5]1 |f:3.4|. Procedure: N,N-Dimethyl-1-[(2S)-1-(phenylmethyl)-2-piperidinyl]methanamine (590 mg, 2.539 mmol) was dissolved in a mixture of MeOH (20 mL) and 1N HCl (5.5 mL, 5.5 mmol), degassed and placed under argon. 10% Pd/C (117 mg) was added, and the contents were thoroughly degassed and placed under a hydrogen balloon for 2 h. The contents were then degassed, and the Pd/C was removed by filtration through a fiberglass filter, washing with MeOH. The filtrate was concentrated in vacuo to provide pure N,N-dimethyl-1-[(... Starting materials: NC1=C(C(=NC=N1)N[C@@H](C)C1=NN2C(C(N1C1=CC=CC=C1)=O)=C(C=C2)C)Br ((S)-2-(1-((6-Amino-5-bromopyrimidin-4-yl)amino)ethyl)-5-methyl-3-phenylpyrrolo[2,1-f][1,2,4]triazin-4(3H)-one), CC1(OB(OC1(C)C)C1=C2C=CNC2=CC=C1)C (4-(4,4,5,5-tetramethyl-1,3,2-dioxaborolan-2-yl)-1H-indole), C([O-])([O-])=O.[Na+].[Na+] (sodium carbonate). Yields the product NC1=C(C(=NC=N1)N[C@@H](C)C1=NN2C(C(N1C1=CC=CC=C1)=O)=C(C=C2)C)C2=C1C=CNC1=CC=C2 (2-((1S)-1-((6-Amino-5-(1H-indol-4-yl)pyrimidin-4-yl)amino)ethyl)-5-methyl-3-phenylpyrrolo[2,1-f][1,2,4]triazin-4(3H)-one). The yield is 3.9%. RXN SMILES: [NH2:1][C:2]1[N:7]=[CH:6][N:5]=[C:4]([NH:8][C@H:9]([C:11]2[N:16]([C:17]3[CH:22]=[CH:21][CH:20]=[CH:19][CH:18]=3)[C:15](=[O:23])[C:14]3=[C:24]([CH3:27])[CH:25]=[CH:26][N:13]3[N:12]=2)[CH3:10])[C:3]=1Br.CC1(C)C(C)(C)OB([C:37]2[CH:45]=[CH:44][CH:43]=[C:42]3[C:38]=2[CH:39]=[CH:40][NH:41]3)O1.C(=O)([O-])[O-].[Na+].[Na+]>>[NH2:1][C:2]1[N:7]=[CH:6][N:5]=[C:4]([NH:8][C@H:9]([C:11]2[N:16]([C:17]3[CH:22]=[CH:21][CH:20]=[CH:19][CH:18]=3)[C:15](=[O:23])[C:14]3=[C:24]([CH3:27])[CH:25]=[CH:26][N:13]3[N:12]=2)[CH3:10])[C:3]=1[C:37]1[CH:45]=[CH:44][CH:43]=[C:42]2[C:38]=1[CH:39]=[CH:40][NH:41]2 |f:2.3.4|. Procedure: (S)-2-(1-((6-Amino-5-bromopyrimidin-4-yl)amino)ethyl)-5-methyl-3-phenylpyrrolo[2,1-f][1,2,4]triazin-4(3H)-one (140 mg, 0.32 mmol) was treated with 4-(4,4,5,5-tetramethyl-1,3,2-dioxaborolan-2-yl)-1H-indole (116 mg, 0.48 mmol), sodium carbonate (2M, 715 μl, 1.43 mmol) and 1,1′-bis(diphenylphosphino)ferrocene-palladium(II)dichloride dichloromethane complex (40 mg, 0.05 mmol) according to the method described in Example 3 to give 6 mg (4% yield) of the title compound as a mixture of diastereoisomers...